This data is from the Open Reaction Database (ORD), a public repository of structured organic reaction records. The task is: describe an organic reaction: reactants, conditions, products, and yield The reactants are CS(=O)(=O)N1C=C(C2=CC(=CC=C12)C(C1=CC=C(C=C1)Cl)=O)C1=CC(=CC=C1)Cl (1-methylsulfonyl-3-(3-chlorophenyl)-5-(4-chlorobenzoyl)indole), CN1C=NC=C1 (1-methylimidazole), C(CCC)[Li] (butyllithium), Cl[Si](CC)(CC)CC (chlorotriethylsilane), C(CCC)[Li] (butyllithium). Run in C1CCOC1 (THF), O (water), CO (methanol), C1CCOC1 (THF), CCCCCC (hexane), C1CCOC1 (THF), CCCCCC (hexane). Run at temperature -78 celsius, time 15 minute. Product: ClC=1C=C(C=CC1)C1=CNC2=CC=C(C=C12)C(C1=CN=CN1C)(O)C1=CC=C(C=C1)Cl ((±)-3-(3-Chlorophenyl)-5-[(4-chlorophenyl)hydroxyl(1-methyl-1H-imidazol-5-yl)methyl]Indole). Isolated yield 63.0%. RXN SMILES: [CH3:1][N:2]1[CH:6]=[CH:5][N:4]=[CH:3]1.C([Li])CCC.Cl[Si](CC)(CC)CC.CS([N:24]1[C:32]2[C:27](=[CH:28][C:29]([C:33](=[O:41])[C:34]3[CH:39]=[CH:38][C:37]([Cl:40])=[CH:36][CH:35]=3)=[CH:30][CH:31]=2)[C:26]([C:42]2[CH:47]=[CH:46][CH:45]=[C:44]([Cl:48])[CH:43]=2)=[CH:25]1)(=O)=O>C1COCC1.CCCCCC.O.CO>[Cl:48][C:44]1[CH:43]=[C:42]([C:26]2[C:27]3[C:32](=[CH:31][CH:30]=[C:29]([C:33]([C:34]4[CH:39]=[CH:38][C:37]([Cl:40])=[CH:36][CH:35]=4)([OH:41])[C:6]4[N:2]([CH3:1])[CH:3]=[N:4][CH:5]=4)[CH:28]=3)[NH:24][CH:25]=2)[CH:47]=[CH:46][CH:45]=1. Reported procedure: To a solution of 1-methylimidazole (53 mg) in anhydrous THF (3 mL) was added dropwise a solution of butyllithium in hexane (1.6 M, 430 μL) at about −78° C. The mixture was stirred at about −78° C. for about 15 minutes. To the solution was added dropwise a solution of chlorotriethylsilane in THF (1.0M, 660 μL). The mixture was warmed to room temperature and stirred at room temperature for 1 hour. The mixture was cooled to about −78° C. and to it was added dropwise a solution of butyllithium in he... Reactants: Cl, NO, c1ccncc1, O=C1c2sccc2-n2cccc21. Yields the product ON=C1c2sccc2-n2cccc21. Reaction SMILES: [ClH:13].[NH2:14][OH:15].[cH:16]1[cH:17][cH:18][n:19][cH:20][cH:21]1.[s:1]1[cH:2][cH:3][c:4]2[c:5]1[C:6](=[O:12])[c:7]1[n:8]-2[cH:9][cH:10][cH:11]1>>[s:1]1[cH:2][cH:3][c:4]2[c:5]1[C:6](=[N:14][OH:15])[c:7]1[n:8]-2[cH:9][cH:10][cH:11]1. Starting materials: COC(/C(=C\CC1CCCC1)/I)=O ((E)-4-cyclopentyl-2-iodo-but-2-enoic acid methyl ester), C1(=CC=CC=C1)P(C1=CC=CC=C1)C1=CC=CC=C1 (triphenylphosphine), C[Si](C)(C)Cl (trimethylsilyl chloride), [Cl-].[NH4+] (ammonium chloride), BrCCBr (1,2-dibromoethane), BrC1=CC(=C(C=C1)N1N=NN=C1C)C(F)(F)F (1-(4-bromo-2-trifluoromethyl-phenyl)-5-methyl-1H-tetrazole). Reagents/catalysts: C=1C=CC(=CC1)/C=C/C(=O)/C=C/C2=CC=CC=C2.C=1C=CC(=CC1)/C=C/C(=O)/C=C/C2=CC=CC=C2.[Pd] (bis(dibenzylideneacetone)palladium(0)), [Zn] (zinc), [Zn] (zinc), [Zn] (zinc), [Zn] (zinc), [Zn] (zinc), [Zn] (zinc). The solvent is O1CCCC1 (tetrahydrofuran), O1CCCC1 (tetrahydrofuran), O1CCCC1 (tetrahydrofuran), O1CCCC1 (tetrahydrofuran), O1CCCC1 (tetrahydrofuran). Conditions: temperature 25 celsius, time 15 minute. The product is hexanes ethyl acetate, COC(\C(=C\CC1CCCC1)\C1=CC(=C(C=C1)N1N=NN=C1C)C(F)(F)F)=O ((E)-4-cyclopentyl-2-[4-(5-methyl-tetrazol-1-yl)-3-trifluoromethyl-phenyl]-but-2-enoic acid methyl ester). The yield is 65.2%. RXN SMILES: BrCCBr.C[Si](Cl)(C)C.[CH3:10][O:11][C:12](=[O:22])/[C:13](/I)=[CH:14]\[CH2:15][CH:16]1[CH2:20][CH2:19][CH2:18][CH2:17]1.C1(P(C2C=CC=CC=2)C2C=CC=CC=2)C=CC=CC=1.Br[C:43]1[CH:48]=[CH:47][C:46]([N:49]2[C:53]([CH3:54])=[N:52][N:51]=[N:50]2)=[C:45]([C:55]([F:58])([F:57])[F:56])[CH:44]=1.[Cl-].[NH4+]>O1CCCC1.[Zn].C1C=CC(/C=C/C(/C=C/C2C=CC=CC=2)=O)=CC=1.C1C=CC(/C=C/C(/C=C/C2C=CC=CC=2)=O)=CC=1.[Pd]>[CH3:10][O:11][C:12](=[O:22])/[C:13](/[C:43]1[CH:48]=[CH:47][C:46]([N:49]2[C:53]([CH3:54])=[N:52][N:51]=[N:50]2)=[C:45]([C:55]([F:58])([F:57])[F:56])[CH:44]=1)=[CH:14]/[CH2:15][CH:16]1[CH2:20][CH2:19][CH2:18][CH2:17]1 |f:5.6,9.10.11|. Reported procedure: A mixture of zinc dust (330 mg, 5 mmol, Aldrich, −325 mesh) and dry tetrahydrofuran (1 mL) under argon was treated with 1,2-dibromoethane (187 mg, 1 mmol). The zinc suspension was then heated with a heat gun to ebullition, allowed to cool, and heated again. This process was repeated three times to make sure the zinc dust was activated. The activated zinc dust suspension was then treated with trimethylsilyl chloride (108 mg, 1 mmol) and the suspension was stirred for 15 min at 25° C. The reaction... The reactants are NC(CC(C(=O)OCC)C)C1=C(C=CC=C1OC)F (ethyl 4-amino-4-(2-fluoro-6-methoxyphenyl)-2-methylbutanoate), FC(OC1=CC=C(C=O)C=C1)(F)F (4-(trifluoromethoxy)benzaldehyde). Product: FC1=C(C(=CC=C1)OC)C1CC(C(N1CC1=CC=C(C=C1)OC(F)(F)F)=O)C (5-(2-Fluoro-6-methoxyphenyl)-3-methyl-1-(4-(trifluoromethoxy)benzyl)pyrrolidin-2-one). As a reaction SMILES: [NH2:1][CH:2]([C:11]1[C:16]([O:17][CH3:18])=[CH:15][CH:14]=[CH:13][C:12]=1[F:19])[CH2:3][CH:4]([CH3:10])[C:5]([O:7]CC)=O.[F:20][C:21]([F:32])([F:31])[O:22][C:23]1[CH:30]=[CH:29][C:26]([CH:27]=O)=[CH:25][CH:24]=1>>[F:19][C:12]1[CH:13]=[CH:14][CH:15]=[C:16]([O:17][CH3:18])[C:11]=1[CH:2]1[N:1]([CH2:27][C:26]2[CH:29]=[CH:30][C:23]([O:22][C:21]([F:20])([F:31])[F:32])=[CH:24][CH:25]=2)[C:5](=[O:7])[CH:4]([CH3:10])[CH2:3]1. Reported procedure: 5-(2-Fluoro-6-methoxyphenyl)-3-methyl-1-(4-(trifluoromethoxy)benzyl)pyrrolidin-2-one was prepared according to the described general procedure 2 (GP2) by reaction of ethyl 4-amino-4-(2-fluoro-6-methoxyphenyl)-2-methylbutanoate with commercially available 4-(trifluoromethoxy)benzaldehyde. Subsequent purification by FC (heptane/AcOEt=1/1) afforded the compound. LC-MS (conditions A): tR=0.93 min.; [M+H]+: 398.00 g/mol. Reactants: C(C1=CC=CC=C1)OC=1C=C(C=CC1)C=1N=C(N2C1C(=NC=C2)Cl)C2CC(C2)=O (3-[1-(3-Benzyloxy-phenyl)-8-chloro-imidazo[1,5-a]pyrazin-3-yl]-cyclobutanone), C(C1=CC=CC=C1)OC=1C=C(C=CC1)C=1N=C(N2C1C(=NC=C2)Cl)C2CC(C2)=COC (1-(3-Benzyloxy-phenyl)-8-chloro-3-(3-methoxymethylene-cyclobutyl)-imidazo[1,5-a]pyrazine), CCC(C)(C)[O-].[Na+] (sodium tert-amylate). Run in C1=CC=CC=C1 (benzene), C1=CC=CC=C1 (benzene), C1=CC=CC=C1 (benzene). Run at temperature 70 celsius. Yields the product C(C1=CC=CC=C1)OC=1C=C(C=CC1)C=1N=C(N2C1C(=NC=C2)N)C2CC(C2)=COC (1-(3-Benzyloxy-phenyl)-3-(3-methoxymethylene-cyclobutyl)-imidazo[1,5-a]pyrazin-8-ylamine). Reaction SMILES: [CH2:1]([O:8][C:9]1[CH:10]=[C:11]([C:15]2[N:16]=[C:17]([CH:25]3[CH2:28][C:27](=[CH:29][O:30][CH3:31])[CH2:26]3)[N:18]3[CH:23]=[CH:22][N:21]=[C:20](Cl)[C:19]=23)[CH:12]=[CH:13][CH:14]=1)[C:2]1[CH:7]=[CH:6][CH:5]=[CH:4][CH:3]=1.CCC([O-])(C)C.[Na+].C(OC1C=C(C2[N:54]=C(C3CC(=O)C3)N3C=CN=C(Cl)C=23)C=CC=1)C1C=CC=CC=1>C1C=CC=CC=1>[CH2:1]([O:8][C:9]1[CH:10]=[C:11]([C:15]2[N:16]=[C:17]([CH:25]3[CH2:28][C:27](=[CH:29][O:30][CH3:31])[CH2:26]3)[N:18]3[CH:23]=[CH:22][N:21]=[C:20]([NH2:54])[C:19]=23)[CH:12]=[CH:13][CH:14]=1)[C:2]1[CH:7]=[CH:6][CH:5]=[CH:4][CH:3]=1 |f:1.2|. Procedure details: 1-(3-Benzyloxy-phenyl)-8-chloro-3-(3-methoxymethylene-cyclobutyl)-imidazo[1,5-a]pyrazine: To a solution of Ph3PCH2OMeCl (2.6 g, 7.44 mmol) in benzene (37 mL) a solution of sodium tert-amylate (819.0 mg, 7.44 mmol) in benzene (9.0 mL) was added at rt. The dark red solution was allowed to stir at rt for 10 min. at which point a solution of 3-[1-(3-Benzyloxy-phenyl)-8-chloro-imidazo[1,5-a]pyrazin-3-yl]-cyclobutanone in benzene (30.0 mL) was added dropwise at rt. The reaction mixture was then heated... Starting materials: ClC1=CC(=CC=C1)I (1-chloro-3-iodobenzene), N1(CCCCCC=NCCC1)C1CCCCCCCCCC1 (1,8-diazabicycloundec-7-ene), C1CCC2=NCCCN2CC1 (DBU), C(C1=CC=CC=C1)OC=1N=NC(=CC1OCC1=CC=CC=C1)C#C (3,4-bis(Benzyloxy)-6-ethynylpyridazine), C(C1=CC=CC=C1)OC=1N=NC(=CC1OCC1=CC=CC=C1)C#C (3,4-bis(Benzyloxy)-6-ethynylpyridazine). The reagents and catalysts are [Cu]I (copper(I) iodide), Cl[Pd]([P](C1=CC=CC=C1)(C2=CC=CC=C2)C3=CC=CC=C3)([P](C4=CC=CC=C4)(C5=CC=CC=C5)C6=CC=CC=C6)Cl (bis(triphenylphosphine)-palladium(II) chloride). Run in O1CCCC1 (tetrahydrofuran). Run at temperature 80 celsius. Yields the product C(C1=CC=CC=C1)OC=1N=NC(=CC1OCC1=CC=CC=C1)C#CC1=CC(=CC=C1)Cl (3,4-bis(benzyloxy)-6-((3-chlorophenyl)ethynyl)pyridazine). Isolated yield 30.0%. RXN SMILES: [Cl:1][C:2]1[CH:7]=[CH:6][CH:5]=[C:4](I)[CH:3]=1.N1(C2CCCCCCCCCC2)CCCN=CCCCCC1.C1CCN2C(=NCCC2)CC1.[CH2:42]([O:49][C:50]1[N:51]=[N:52][C:53]([C:64]#[CH:65])=[CH:54][C:55]=1[O:56][CH2:57][C:58]1[CH:63]=[CH:62][CH:61]=[CH:60][CH:59]=1)[C:43]1[CH:48]=[CH:47][CH:46]=[CH:45][CH:44]=1>O1CCCC1.[Cu]I.Cl[Pd](Cl)([P](C1C=CC=CC=1)(C1C=CC=CC=1)C1C=CC=CC=1)[P](C1C=CC=CC=1)(C1C=CC=CC=1)C1C=CC=CC=1>[CH2:42]([O:49][C:50]1[N:51]=[N:52][C:53]([C:64]#[C:65][C:4]2[CH:5]=[CH:6][CH:7]=[C:2]([Cl:1])[CH:3]=2)=[CH:54][C:55]=1[O:56][CH2:57][C:58]1[CH:63]=[CH:62][CH:61]=[CH:60][CH:59]=1)[C:43]1[CH:44]=[CH:45][CH:46]=[CH:47][CH:48]=1 |^1:75,94|. Procedure: To a solution of 1-chloro-3-iodobenzene (0.862 g, 3.62 mmol) in dry tetrahydrofuran (11 ml) was added copper(I) iodide (0.063 g, 0.33 mmol), bis(triphenylphosphine)-palladium(II) chloride (0.115 g, 0.16 mmol) and 1,8-diazabicycloundec-7-ene and (DBU; 2.97 ml, 19.72 mmol). The reaction was then purged and evacuated with nitrogen several times before 3,4-bis(benzyloxy)-6-ethynylpyridazine (Intermediate 5; 1.04 g, 3.29 mmol) was added. The reaction vessel was sealed and heated to 80° C. for 1 hour....